Task: describe an organic reaction: reactants, conditions, products, and yield. Dataset: the Open Reaction Database (ORD), a public repository of structured organic reaction records The yield is 34.5%. Procedure details: To a solution of (3S)-3-(pyrrolidin-1-ylmethyl)pyrrolidine hydrochloride (367 mg), which had been prepared from (3R)-1-tert-butoxycarbonyl-3-hydroxymethylpyrrolidine, in anhydrous dimethylformamide (10 ml), (2S,4S)-4-(4-methoxybenzylthio)-1-(4-nitrobenzyloxycarbonyl)-2-pyrrolidinecarboxylic acid (804 mg), diisopropylethylamine (1.16 ml), 1-hydroxybenzotriazole (243 mg) and 1-ethyl-3-(3-dimethylaminopropyl)carbodiimide hydrochloride (483 mg) were added. The resulting mixture was stirred at room t... The solvent is CN(C=O)C (dimethylformamide). Run at time 10 hour. Starting materials: Cl.N1(CCCC1)C[C@@H]1CNCC1 ((3S)-3-(pyrrolidin-1-ylmethyl)pyrrolidine hydrochloride), C(C)(C)(C)OC(=O)N1C[C@@H](CC1)CO ((3R)-1-tert-butoxycarbonyl-3-hydroxymethylpyrrolidine), COC1=CC=C(CS[C@H]2C[C@H](N(C2)C(=O)OCC2=CC=C(C=C2)[N+](=O)[O-])C(=O)O)C=C1 ((2S,4S)-4-(4-methoxybenzylthio)-1-(4-nitrobenzyloxycarbonyl)-2-pyrrolidinecarboxylic acid), C(C)(C)N(CC)C(C)C (diisopropylethylamine), ON1N=NC2=C1C=CC=C2 (1-hydroxybenzotriazole), Cl.C(C)N=C=NCCCN(C)C (1-ethyl-3-(3-dimethylaminopropyl)carbodiimide hydrochloride). The product is COC1=CC=C(CS[C@H]2C[C@H](N(C2)C(=O)OCC2=CC=C(C=C2)[N+](=O)[O-])C(=O)N2C[C@H](CC2)CN2CCCC2)C=C1 ((2S,4S)-4-(4-methoxybenzylthio)-2-[(3R)-3-(pyrrolidin-1-ylmethyl)pyrrolidin-1-ylcarbonyl]-1-(4-nitrobenzyloxycarbonyl)pyrrolidine). RXN SMILES: Cl.[N:2]1([CH2:7][C@H:8]2[CH2:12][CH2:11][NH:10][CH2:9]2)[CH2:6][CH2:5][CH2:4][CH2:3]1.C(OC(N1CC[C@@H](CO)C1)=O)(C)(C)C.[CH3:27][O:28][C:29]1[CH:57]=[CH:56][C:32]([CH2:33][S:34][C@@H:35]2[CH2:39][N:38]([C:40]([O:42][CH2:43][C:44]3[CH:49]=[CH:48][C:47]([N+:50]([O-:52])=[O:51])=[CH:46][CH:45]=3)=[O:41])[C@H:37]([C:53](O)=[O:54])[CH2:36]2)=[CH:31][CH:30]=1.C(N(C(C)C)CC)(C)C.ON1C2C=CC=CC=2N=N1.Cl.C(N=C=NCCCN(C)C)C>CN(C)C=O>[CH3:27][O:28][C:29]1[CH:30]=[CH:31][C:32]([CH2:33][S:34][C@@H:35]2[CH2:39][N:38]([C:40]([O:42][CH2:43][C:44]3[CH:49]=[CH:48][C:47]([N+:50]([O-:52])=[O:51])=[CH:46][CH:45]=3)=[O:41])[C@H:37]([C:53]([N:10]3[CH2:11][CH2:12][C@H:8]([CH2:7][N:2]4[CH2:6][CH2:5][CH2:4][CH2:3]4)[CH2:9]3)=[O:54])[CH2:36]2)=[CH:56][CH:57]=1 |f:0.1,6.7|. As a reaction SMILES: [NH2:1][C:2]1[N:7]=[C:6](S(C)=O)[C:5]([C:11]#[N:12])=[C:4]([C:13]2[CH:18]=[CH:17][CH:16]=[CH:15][N:14]=2)[N:3]=1.[OH:19][CH2:20][C:21]1[CH:26]=[CH:25][CH:24]=[CH:23][N:22]=1.C1CCN2C(=NCCC2)CC1>COCCOC>[NH2:1][C:2]1[N:3]=[C:4]([C:13]2[CH:18]=[CH:17][CH:16]=[CH:15][N:14]=2)[C:5]([C:11]#[N:12])=[C:6]([O:19][CH2:20][C:21]2[CH:26]=[CH:25][CH:24]=[CH:23][N:22]=2)[N:7]=1. Reported procedure: From 2-amino-4-methanesulfinyl-6-pyridin-2-yl-pyrimidine-5-carbonitrile, 2-(hydroxymethyl)pyridine and DBU in DME. EI-MS m/e (%): 304 (M+, 100), 275 (33), 197 (50), 92 (30), 65 (34). Solvent: COCCOC (DME). Product: NC1=NC(=C(C(=N1)C1=NC=CC=C1)C#N)OCC1=NC=CC=C1 (2-Amino-4-pyridin-2-yl-6-(pyridin-2-yl-methoxy)-pyrimidine-5-carbonitrile). Reactants: NC1=NC(=C(C(=N1)S(=O)C)C#N)C1=NC=CC=C1 (2-amino-4-methanesulfinyl-6-pyridin-2-yl-pyrimidine-5-carbonitrile), ( 50 ), ( 33 ), ( 34 ), OCC1=NC=CC=C1 (2-(hydroxymethyl)pyridine), C1CCC2=NCCCN2CC1 (DBU), ( 30 ). Starting materials: CC(C)(C#N)c1cccc(C(=O)Cl)c1, Cc1ccc(N)cc1[N+](=O)[O-], CN(C)c1ccncc1, Cl, c1ccncc1. Yields the product Cc1ccc(NC(=O)c2cccc(C(C)(C)C#N)c2)cc1[N+](=O)[O-]. Reaction SMILES: [C:12](#[N:13])[C:14]([CH3:15])([CH3:16])[c:17]1[cH:18][c:19]([C:20](=[O:21])[Cl:22])[cH:23][cH:24][cH:25]1.[CH3:1][c:2]1[c:3]([N+:9](=[O:10])[O-:11])[cH:4][c:5]([NH2:6])[cH:7][cH:8]1.[CH3:33][N:34]([CH3:35])[c:36]1[cH:37][cH:38][n:39][cH:40][cH:41]1.[ClH:26].[cH:27]1[cH:28][cH:29][n:30][cH:31][cH:32]1>>[CH3:1][c:2]1[c:3]([N+:9](=[O:10])[O-:11])[cH:4][c:5]([NH:6][C:20]([c:19]2[cH:18][c:17]([C:14]([C:12]#[N:13])([CH3:15])[CH3:16])[cH:25][cH:24][cH:23]2)=[O:21])[cH:7][cH:8]1. Reactants: O=C([O-])O, CCCc1nc2cnc3ccccc3c2n1CCCO, ClC(Cl)Cl, [Na+], CC(C)OC(=O)N=NC(=O)OC(C)C, C1CCOC1, O, O=C1c2ccccc2C(=O)N1O, c1ccc(P(c2ccccc2)c2ccccc2)cc1. Yields the product CCCc1nc2cnc3ccccc3c2n1CCCON1C(=O)c2ccccc2C1=O. Reaction SMILES: [C:66](=[O:67])([OH:68])[O-:69].[CH2:1]([CH2:2][CH3:3])[c:4]1[n:5]([CH2:17][CH2:18][CH2:19][OH:20])[c:6]2[c:7]([cH:8][n:9][c:10]3[cH:11][cH:12][cH:13][cH:14][c:15]23)[n:16]1.[CH:77]([Cl:78])([Cl:79])[Cl:80].[Na+:70].[O:52]=[C:53]([O:54][CH:55]([CH3:56])[CH3:57])[N:58]=[N:59][C:60]([O:61][CH:62]([CH3:63])[CH3:64])=[O:65].[O:71]1[CH2:72][CH2:73][CH2:74][CH2:75]1.[OH2:76].[OH:40][N:41]1[C:42](=[O:51])[c:43]2[c:44]([cH:47][cH:48][cH:49][cH:50]2)[C:45]1=[O:46].[c:21]1([P:22]([c:23]2[cH:24][cH:25][cH:26][cH:27][cH:28]2)[c:29]2[cH:30][cH:31][cH:32][cH:33][cH:34]2)[cH:35][cH:36][cH:37][cH:38][cH:39]1>>[CH2:1]([CH2:2][CH3:3])[c:4]1[n:5]([CH2:17][CH2:18][CH2:19][O:20][N:41]2[C:42](=[O:51])[c:43]3[c:44]([cH:47][cH:48][cH:49][cH:50]3)[C:45]2=[O:46])[c:6]2[c:7]([cH:8][n:9][c:10]3[cH:11][cH:12][cH:13][cH:14][c:15]23)[n:16]1. Starting materials: FC1=CC=C2NC(C(N(C2=C1)O)=O)=O (7-fluoro-1-hydroxyquinoxaline-2,3-(1H,4H)-dione), [N+](=O)([O-])[O-].[K+] (potassium nitrate). Solvent: S(O)(O)(=O)=O (sulfuric acid), ice water. Run at time 1 hour. Yields the product FC1=C(C=C2NC(C(N(C2=C1)O)=O)=O)[N+](=O)[O-] (7-fluoro-1-hydroxy-6-nitroquinoxaline-2,3-(1H,4H)-dione). Isolated yield 49.8%. Reaction SMILES: [F:1][C:2]1[CH:11]=[C:10]2[C:5]([NH:6][C:7](=[O:14])[C:8](=[O:13])[N:9]2[OH:12])=[CH:4][CH:3]=1.[N+:15]([O-])([O-:17])=[O:16].[K+]>S(=O)(=O)(O)O>[F:1][C:2]1[CH:11]=[C:10]2[C:5]([NH:6][C:7](=[O:14])[C:8](=[O:13])[N:9]2[OH:12])=[CH:4][C:3]=1[N+:15]([O-:17])=[O:16] |f:1.2|. Procedure details: In 20 ml of sulfuric acid was dissolved 1.34 g of 7-fluoro-1-hydroxyquinoxaline-2,3-(1H,4H)-dione followed by addition of 0.76 g of potassium nitrate under ice-cooling. The mixture was cooled to at room temperature, and after 1 hour, the reaction mixture was poured in ice-water. The resulting crystals were recovered by filtration, rinsed with water and recrystallized from ethanol-water to provide 0.82 g (50%) of 7-fluoro-1-hydroxy-6-nitroquinoxaline-2,3-(1H,4H)-dione.